From a dataset of the Open Reaction Database (ORD), a public repository of structured organic reaction records. describe an organic reaction: reactants, conditions, products, and yield Reactants: CC(=O)[O-], CC(=O)[O-], C[SiH](C)Oc1c([Bi](c2ccc3cc(C(C)(C)C)ccc3c2O[SiH](C)C)c2ccc3cc(C(C)(C)C)ccc3c2O[SiH](C)C)ccc2cc(C(C)(C)C)ccc12, CC(=O)OO, C1CCOC1, ClCCl, CCC1C=C(C)CC(C)CC(OC)C2OC(O)(C(=O)C(=O)N3CCCCC3C(=O)OC(C(C)=CC3CCC(O)C(O)C3)C(C)C(O)CC1=O)C(C)CC2OC, [Cu+2]. The product is CCC1C=C(C)CC(C)CC(OC)C2OC(O)(C(=O)C(=O)N3CCCCC3C(=O)OC(C(C)=CC3CCC(Oc4ccc5cc(C(C)(C)C)ccc5c4O[SiH](C)C)C(O)C3)C(C)C(O)CC1=O)C(C)CC2OC. As a reaction SMILES: [C:124]([O-:125])(=[O:126])[CH3:127].[C:129]([O-:130])(=[O:131])[CH3:132].[C:1]([c:2]1[cH:3][c:4]2[c:5]([cH:6][cH:7]1)[c:8]([O:9][SiH:10]([CH3:11])[CH3:12])[c:13]([Bi:14]([c:15]1[cH:16][cH:17][c:18]3[c:19]([cH:20][cH:21][c:22]([C:23]([CH3:24])([CH3:25])[CH3:26])[cH:27]3)[c:28]1[O:29][SiH:30]([CH3:31])[CH3:32])[c:38]1[c:39]([O:52][SiH:53]([CH3:54])[CH3:55])[c:40]3[cH:41][cH:42][c:43]([C:48]([CH3:49])([CH3:50])[CH3:51])[cH:44][c:45]3[cH:46][cH:47]1)[cH:33][cH:34]2)([CH3:35])([CH3:36])[CH3:37].[C:56]([O:57][OH:58])(=[O:59])[CH3:60].[CH2:116]1[O:117][CH2:118][CH2:119][CH2:120]1.[CH2:121]([Cl:122])[Cl:123].[CH2:61]([CH3:62])[CH:63]1[C:64](=[O:115])[CH2:65][CH:66]([OH:114])[CH:67]([CH3:113])[CH:68]([C:102](=[CH:103][CH:104]2[CH2:105][CH:106]([OH:111])[CH:107]([OH:110])[CH2:108][CH2:109]2)[CH3:112])[O:69][C:70](=[O:101])[CH:71]2[CH2:72][CH2:73][CH2:74][CH2:75][N:76]2[C:77](=[O:100])[C:78](=[O:99])[C:79]2([OH:98])[CH:80]([CH3:97])[CH2:81][CH:82]([O:95][CH3:96])[CH:83]([CH:84]([O:92][CH3:93])[CH2:85][CH:86]([CH3:91])[CH2:87][C:88]([CH3:90])=[CH:89]1)[O:94]2.[Cu+2:128]>>[c:38]1([O:110][CH:107]2[CH:106]([OH:111])[CH2:105][CH:104]([CH:103]=[C:102]([CH:68]3[CH:67]([CH3:113])[CH:66]([OH:114])[CH2:65][C:64](=[O:115])[CH:63]([CH2:61][CH3:62])[CH:89]=[C:88]([CH3:90])[CH2:87][CH:86]([CH3:91])[CH2:85][CH:84]([O:92][CH3:93])[CH:83]4[CH:82]([O:95][CH3:96])[CH2:81][CH:80]([CH3:97])[C:79]([OH:98])([C:78](=[O:99])[C:77](=[O:100])[N:76]5[CH:71]([C:70](=[O:101])[O:69]3)[CH2:72][CH2:73][CH2:74][CH2:75]5)[O:94]4)[CH3:112])[CH2:109][CH2:108]2)[c:39]([O:52][SiH:53]([CH3:54])[CH3:55])[c:40]2[cH:41][cH:42][c:43]([C:48]([CH3:49])([CH3:50])[CH3:51])[cH:44][c:45]2[cH:46][cH:47]1. The reactants are ClC1=NC(=NC(=C1)C(F)(F)F)C=1C=NC=CC1 (4-chloro-2-(3-pyridinyl)-6-(trifluoromethyl)pyrimidine), NC=1C=C(C=CC1)C1=CC(=CC=C1)[N+](=O)[O-] (3-amino-3′-nitrobiphenyl). Yields the product [N+](=O)([O-])C=1C=C(C=CC1)C=1C=C(NC2=NC(=NC(=C2)C(F)(F)F)C=2C=NC=CC2)C=CC1 (4-[3-(3-Nitrophenyl)anilino]-2-(3-pyridinyl)-6-(trifluoromethyl)pyrimidine), solid. Yield: 77.0%. Reaction SMILES: Cl[C:2]1[CH:7]=[C:6]([C:8]([F:11])([F:10])[F:9])[N:5]=[C:4]([C:12]2[CH:13]=[N:14][CH:15]=[CH:16][CH:17]=2)[N:3]=1.[NH2:18][C:19]1[CH:20]=[C:21]([C:25]2[CH:30]=[CH:29][CH:28]=[C:27]([N+:31]([O-:33])=[O:32])[CH:26]=2)[CH:22]=[CH:23][CH:24]=1>>[N+:31]([C:27]1[CH:26]=[C:25]([C:21]2[CH:20]=[C:19]([CH:24]=[CH:23][CH:22]=2)[NH:18][C:2]2[CH:7]=[C:6]([C:8]([F:11])([F:10])[F:9])[N:5]=[C:4]([C:12]3[CH:13]=[N:14][CH:15]=[CH:16][CH:17]=3)[N:3]=2)[CH:30]=[CH:29][CH:28]=1)([O-:33])=[O:32]. Procedure details: The title compound was prepared from a mixture of 4-chloro-2-(3-pyridinyl)-6-(trifluoromethyl)pyrimidine (50 mg, 0.193 mmol) and 3-amino-3′-nitrobiphenyl (83 mg, 0.386 mmol) similar to Example 58 and isolated as a light tan solid (65 mg, 77%). 1H NMR (DMSO-d6): 13.00 (s, 1H), 11.94 (s, 1H), 11.23 (d, J=4.5 Hz, 1H), 11.11 (d, J=8.1 Hz, 1H), 10.97 (s, 1H), 10.78 (s, 1H), 10.75 (s, 1H), 10.69 (d, J=8.1 Hz, 1H), 10.35–10.28 (m, 2H), 10.14–10.04 (m, 3H), 9.67 (s, 1H). Reactants: O (water), C(=O)(O)C1=C(C=C(C=CC(=O)OC)C=C1)OC (methyl 4-carboxy-3-methoxycinnamate), Cl.CN (methylamine hydrochloride), I-ethyl-3-(3-dimethylaminopropyl)-carbodiimide hydrochloride, ON1N=NC2=C1C=CC=C2 (1-hydroxybenzotriazole). Run in CN(C=O)C (N,N-dimethylformamide). Run at time 18 hour. Product: COC=1C=C(C=CC(=O)OC)C=CC1C(NC)=O (methyl 3-methoxy-4-(methylcarbamoyl)cinnamate). Isolated yield 75.6%. RXN SMILES: [C:1]([C:4]1[CH:15]=[CH:14][C:7]([CH:8]=[CH:9][C:10]([O:12][CH3:13])=[O:11])=[CH:6][C:5]=1[O:16][CH3:17])(O)=[O:2].Cl.CN.O[N:22]1[C:26]2C=CC=CC=2N=N1.O>CN(C)C=O>[CH3:17][O:16][C:5]1[CH:6]=[C:7]([CH:14]=[CH:15][C:4]=1[C:1](=[O:2])[NH:22][CH3:26])[CH:8]=[CH:9][C:10]([O:12][CH3:13])=[O:11] |f:1.2|. Reported procedure: To a solution of methyl 4-carboxy-3-methoxycinnamate (400 mg) in N,N-dimethylformamide were added methylamine hydrochloride (126 mg), I-ethyl-3-(3-dimethylaminopropyl)-carbodiimide hydrochloride (390 mg) and 1-hydroxybenzotriazole (320 mg) at ambient temperature, and the mixture was stirred for 18 hours at the same temperature. The reaction mixture was poured into water and extracted with ethyl acetate. The organic layer was washed with water, saturated sodium bicarbonate solution and brine, dri...